Dataset: the Open Reaction Database (ORD), a public repository of structured organic reaction records. Task: describe an organic reaction: reactants, conditions, products, and yield Reactants: O=C(O)[C@@H](N)CC1=CC=C(O)C(O)=C1 (L-DOPA), ester, methyl ester, N (ammonia). The product is NC(C(=O)N)CC1=CC(=C(C=C1)O)O (2-amino-3-(3,4-dihydroxyphenyl)propaneamide). Reaction SMILES: [O:1]=[C:2]([C@H:4]([CH2:6][C:7]1[CH:14]=[C:12]([OH:13])[C:10]([OH:11])=[CH:9][CH:8]=1)[NH2:5])O.[NH3:15]>>[NH2:5][CH:4]([CH2:6][C:7]1[CH:8]=[CH:9][C:10]([OH:11])=[C:12]([OH:13])[CH:14]=1)[C:2]([NH2:15])=[O:1]. Reported procedure: Hence, in one exemplary particular, L-DOPA is converted to an ester thereof (e.g., a methyl ester), and is thereafter reacted with an aqueous solution of ammonia, to thereby produce L-Dopamide (2-amino-3-(3,4-dihydroxyphenyl)propaneamide). Starting materials: C(CC)[C@]1(OC2=CC(=CC=C2CC1)O)C(=O)OC ((2R)-methyl 2-propyl-7-hydroxychromane-2-carboxylate), C(CC)C1=C(C=CC(=C1)OC1=CC=C(C=C1)CC(C)C)O (2-propyl-4-(4-isobutylphenoxy)phenol), ClC1=C(C=CC(=C1)OC1=CC=CC=C1)O (2-chloro-4-phenoxyphenol). Product: C(CC)C1=C(OCCCOC2=CC=C3CC[C@@](OC3=C2)(C(=O)O)CCC)C=CC(=C1)OC1=CC=C(C=C1)CC(C)C ((2R)-7-(3-(2-Propyl-4-(4-isobutylphenoxy)phenoxy)propoxy)-2-propylchromane-2-carboxylic acid). As a reaction SMILES: [CH2:1]([C@:4]1([C:15]([O:17]C)=[O:16])[CH2:13][CH2:12][C:11]2[C:6](=[CH:7][C:8]([OH:14])=[CH:9][CH:10]=2)[O:5]1)[CH2:2][CH3:3].[CH2:19]([C:22]1[CH:27]=[C:26]([O:28][C:29]2[CH:34]=[CH:33][C:32]([CH2:35][CH:36]([CH3:38])[CH3:37])=[CH:31][CH:30]=2)[CH:25]=[CH:24][C:23]=1[OH:39])[CH2:20][CH3:21].Cl[C:41]1[CH:46]=C(OC2C=CC=CC=2)C=C[C:42]=1O>>[CH2:19]([C:22]1[CH:27]=[C:26]([O:28][C:29]2[CH:30]=[CH:31][C:32]([CH2:35][CH:36]([CH3:38])[CH3:37])=[CH:33][CH:34]=2)[CH:25]=[CH:24][C:23]=1[O:39][CH2:42][CH2:41][CH2:46][O:14][C:8]1[CH:7]=[C:6]2[C:11]([CH2:12][CH2:13][C@:4]([CH2:1][CH2:2][CH3:3])([C:15]([OH:17])=[O:16])[O:5]2)=[CH:10][CH:9]=1)[CH2:20][CH3:21]. Reported procedure: The title compound was prepared following the procedures described in Example 17, Step B-C employing (2R)-methyl 2-propyl-7-hydroxychromane-2-carboxylate instead of ethyl 7-hydroxychromane-2-carboxylate, and 2-propyl-4-(4-isobutylphenoxy)phenol (U.S. Pat. No. 6,008,237) instead of 2-chloro-4-phenoxyphenol. Starting materials: O=C([O-])[O-], CB1OC(c2ccccc2)(c2ccccc2)C2CCCN12, CCOC(C)=O, Cc1ccccc1, COC(=O)C(=O)c1c(C)nc2c(ccn2Cc2cccc(F)c2F)c1I, [Na+], [Na+], O, O. Product: COC(=O)C(O)c1c(C)nc2c(ccn2Cc2cccc(F)c2F)c1I. Reaction SMILES: [C:48](=[O:49])([O-:50])[O-:51].[CH3:27][B:28]1[N:29]2[CH2:30][CH2:31][CH2:32][CH:33]2[C:34]([c:35]2[cH:36][cH:37][cH:38][cH:39][cH:40]2)([c:41]2[cH:42][cH:43][cH:44][cH:45][cH:46]2)[O:47]1.[CH3:55][CH2:56][O:57][C:58]([CH3:59])=[O:60].[CH3:61][c:62]1[cH:63][cH:64][cH:65][cH:66][cH:67]1.[F:1][c:2]1[c:3]([CH2:4][n:5]2[cH:6][cH:7][c:8]3[c:9]2[n:10][c:11]([CH3:21])[c:12]([C:15]([C:16](=[O:17])[O:18][CH3:19])=[O:20])[c:13]3[I:14])[cH:22][cH:23][cH:24][c:25]1[F:26].[Na+:52].[Na+:53].[OH2:54].[OH2:68]>>[F:1][c:2]1[c:3]([CH2:4][n:5]2[cH:6][cH:7][c:8]3[c:9]2[n:10][c:11]([CH3:21])[c:12]([CH:15]([C:16](=[O:17])[O:18][CH3:19])[OH:20])[c:13]3[I:14])[cH:22][cH:23][cH:24][c:25]1[F:26]. Reactants: C(C)(=O)OCC (ethyl acetate), [H-].[Na+] (sodium hydride), IC (iodomethane), FC(C=1C=C(CN(C(=O)C2=C(C=3NCCCC3C(N2C)=O)C2=CC=C(C=C2)F)C)C=C(C1)C(F)(F)F)(F)F (N-[3,5-Bis(trifluoromethyl)benzyl]-8-(4-fluorophenyl)-1,2,3,4,5,6-hexahydro-N, 6-dimethyl-5-oxo-7-pyrido[4,3-b]pyridinecarboxamide). Run in C1CCOC1 (THF). Run at time 15 hour. Yields the product FC(C=1C=C(CN(C(=O)C2=C(C=3N(CCCC3C(N2C)=O)C)C2=CC=C(C=C2)F)C)C=C(C1)C(F)(F)F)(F)F (N-[3,5-Bis(trifluoromethyl)benzyl]-8-(4-fluorophenyl)-1,2,3,4,5,6-hexahydro-N, 1,6-trimethyl-5-oxo-7-pyrido [4,3-b]pyridinecarboxamide). As a reaction SMILES: [F:1][C:2]([F:38])([F:37])[C:3]1[CH:4]=[C:5]([CH:30]=[C:31]([C:33]([F:36])([F:35])[F:34])[CH:32]=1)[CH2:6][N:7]([CH3:29])[C:8]([C:10]1[N:19]([CH3:20])[C:18](=[O:21])[C:17]2[CH2:16][CH2:15][CH2:14][NH:13][C:12]=2[C:11]=1[C:22]1[CH:27]=[CH:26][C:25]([F:28])=[CH:24][CH:23]=1)=[O:9].[H-].[Na+].IC.[C:43](OCC)(=O)C>C1COCC1>[F:38][C:2]([F:37])([F:1])[C:3]1[CH:4]=[C:5]([CH:30]=[C:31]([C:33]([F:34])([F:36])[F:35])[CH:32]=1)[CH2:6][N:7]([CH3:29])[C:8]([C:10]1[N:19]([CH3:20])[C:18](=[O:21])[C:17]2[CH2:16][CH2:15][CH2:14][N:13]([CH3:43])[C:12]=2[C:11]=1[C:22]1[CH:23]=[CH:24][C:25]([F:28])=[CH:26][CH:27]=1)=[O:9] |f:1.2|. Procedure: In THF (3 ml) was dissolved N-[3,5-bis(trifluoro methyl)benzyl]-8-(4-fluorophenyl)-1,2,3,4,5,6-hexahydro-N,6-dimethyl-5-oxo-7-pyrido[4,3-b]pyridinecarboxamide (Example 27)(68 mg). To the solution were added sodium hydride (60% oil) (6 mg) and iodomethane (1.5 ml). The mixture was stirred for 15 hours at room temperature. To the reaction mixture was added ethyl acetate, and the mixture was washed with water and dried, then the solvent was distilled off to give the above-titled compound as colorle... Reactants: C[Si](C)(C)C=[N+]=[N-], CO, O=S(=O)(Cl)c1ccc(I)cc1, Cc1csc(N)n1, C1CCOC1, c1ccncc1. Yields the product Cc1csc(N(C)S(=O)(=O)c2ccc(I)cc2)n1. RXN SMILES: [CH3:19][Si:20]([CH:21]=[N+:22]=[N-:23])([CH3:24])[CH3:25].[CH3:32][OH:33].[I:1][c:2]1[cH:3][cH:4][c:5]([S:8](=[O:9])(=[O:10])[Cl:11])[cH:6][cH:7]1.[NH2:12][c:13]1[s:14][cH:15][c:16]([CH3:18])[n:17]1.[O:34]1[CH2:35][CH2:36][CH2:37][CH2:38]1.[cH:26]1[cH:27][cH:28][n:29][cH:30][cH:31]1>>[I:1][c:2]1[cH:3][cH:4][c:5]([S:8](=[O:9])(=[O:10])[N:12]([c:13]2[s:14][cH:15][c:16]([CH3:18])[n:17]2)[CH3:19])[cH:6][cH:7]1. The reactants are CC(C(=O)NC1=C(C(=O)NC(C)C2=CN=C(N=N2)NC2=CC(=C(C(=C2)OC)OC)OC)C=CC=C1)(C)C (2-[(2,2-dimethylpropanoyl)amino]-N-(1-{3-[(3,4,5-trimethoxyphenyl)amino]-1,2,4-triazin-6-yl}ethyl)benzamide), CC(C(=O)NC1=C(C(=O)NC(C)C2=CN=C(N=N2)NC2=CC(=C(C(=C2)OC)OC)OC)C=CC=C1)(C)C (2-[(2,2-dimethylpropanoyl)amino]-N-(1-{3-[(3,4,5-trimethoxyphenyl)amino]-1,2,4-triazin-6-yl}ethyl)benzamide), P(=O)(Cl)(Cl)Cl (phosphorus oxychloride). Run in ClCCCl (1,2-dichloroethane). Product: CC(C(=O)NC1=C(C=CC=C1)C1=NC(=C2C=NC(=NN21)NC2=CC(=C(C(=C2)OC)OC)OC)C)(C)C (2,2-dimethyl-N-(2-{5-methyl-2-[(3,4,5-trimethoxyphenyl)amino]-imidazo[5,1-f][1,2,4]triazin-7-yl}phenyl)propanamide). Yield: 9.9%. As a reaction SMILES: [CH3:1][C:2]([CH3:37])([CH3:36])[C:3]([NH:5][C:6]1[CH:35]=[CH:34][CH:33]=[CH:32][C:7]=1[C:8]([NH:10][CH:11]([C:13]1[N:18]=[N:17][C:16]([NH:19][C:20]2[CH:25]=[C:24]([O:26][CH3:27])[C:23]([O:28][CH3:29])=[C:22]([O:30][CH3:31])[CH:21]=2)=[N:15][CH:14]=1)[CH3:12])=O)=[O:4].P(Cl)(Cl)(Cl)=O>ClCCCl>[CH3:1][C:2]([CH3:37])([CH3:36])[C:3]([NH:5][C:6]1[CH:35]=[CH:34][CH:33]=[CH:32][C:7]=1[C:8]1[N:18]2[C:13]([CH:14]=[N:15][C:16]([NH:19][C:20]3[CH:25]=[C:24]([O:26][CH3:27])[C:23]([O:28][CH3:29])=[C:22]([O:30][CH3:31])[CH:21]=3)=[N:17]2)=[C:11]([CH3:12])[N:10]=1)=[O:4]. Procedure details: In a similar manner as described for Example 1, 2-[(2,2-dimethylpropanoyl)amino]-N-(1-{3-[(3,4,5-trimethoxyphenyl)amino]-1,2,4-triazin-6-yl}ethyl)benzamide (Intermediate 15) (0.040 g, 0.080 mmol) in 1,2-dichloroethane (10 mL) and phosphorus oxychloride (0.060 mL, 0.64 mmol) gave 2,2-dimethyl-N-(2-{5-methyl-2-[(3,4,5-trimethoxyphenyl)amino]-imidazo[5,1-f][1,2,4]triazin-7-yl}phenyl)propanamide (0.0039 g) as a yellow solid. 1H NMR (CDCl3): δ8.87 (s, 1H), 8.66 (dd, J=8.6, 1.2 Hz, 1H), 8.62 (dd, J=8.... Reactants: CC(C)(C)OC(=O)NC1CCC(O)CNC1=O, C1CCOC1, CCOC(=O)N=NC(=O)OCC, c1ccc(P(c2ccccc2)c2ccccc2)cc1, [N-]=[N+]=NP(=O)(c1ccccc1)c1ccccc1. Yields the product CC(C)(C)OC(=O)NC1CCC(N=[N+]=[N-])CNC1=O. As a reaction SMILES: [C:1]([CH3:2])([CH3:3])([CH3:4])[O:5][C:6]([NH:7][CH:8]1[C:9](=[O:16])[NH:10][CH2:11][CH:12]([OH:15])[CH2:13][CH2:14]1)=[O:17].[CH2:66]1[O:67][CH2:68][CH2:69][CH2:70]1.[O:37]=[C:38]([O:39][CH2:40][CH3:41])[N:42]=[N:43][C:44]([O:45][CH2:46][CH3:47])=[O:48].[c:18]1([P:19]([c:20]2[cH:21][cH:22][cH:23][cH:24][cH:25]2)[c:26]2[cH:27][cH:28][cH:29][cH:30][cH:31]2)[cH:32][cH:33][cH:34][cH:35][cH:36]1.[c:49]1([P:50]([c:51]2[cH:52][cH:53][cH:54][cH:55][cH:56]2)(=[O:57])[N:63]=[N+:64]=[N-:65])[cH:58][cH:59][cH:60][cH:61][cH:62]1>>[C:1]([CH3:2])([CH3:3])([CH3:4])[O:5][C:6]([NH:7][CH:8]1[C:9](=[O:16])[NH:10][CH2:11][CH:12]([N:63]=[N+:64]=[N-:65])[CH2:13][CH2:14]1)=[O:17]. The reactants are CC(C)(C)OC(=O)N1CCN(C(=O)c2cc(Cc3n[nH]c(=O)c4ccccc34)ccc2F)CC1, Cl. Product: O=C(c1cc(Cc2n[nH]c(=O)c3ccccc23)ccc1F)N1CCNCC1. RXN SMILES: [C:1]([O:2][C:3](=[O:4])[N:8]1[CH2:9][CH2:10][N:11]([C:14]([c:15]2[c:16]([F:33])[cH:17][cH:18][c:19]([CH2:21][c:22]3[n:23][nH:24][c:25](=[O:32])[c:26]4[cH:27][cH:28][cH:29][cH:30][c:31]34)[cH:20]2)=[O:34])[CH2:12][CH2:13]1)([CH3:5])([CH3:6])[CH3:7].[ClH:35]>>[NH:8]1[CH2:9][CH2:10][N:11]([C:14]([c:15]2[c:16]([F:33])[cH:17][cH:18][c:19]([CH2:21][c:22]3[n:23][nH:24][c:25](=[O:32])[c:26]4[cH:27][cH:28][cH:29][cH:30][c:31]34)[cH:20]2)=[O:34])[CH2:12][CH2:13]1. The reactants are C(C)(C)(C)C1=CC=C(C=C1)OC (1-tert-butyl-4-methoxybenzene), II (iodine). Reagents/catalysts: S(=O)(=O)([O-])[O-].[Ag+2] (silver sulfate). Solvent: CO (MeOH), CO (MeOH). Reaction conditions: time 1 hour. Product: C(C)(C)(C)C1=CC(=C(C=C1)OC)I (4-tert-butyl-2-iodo-1-methoxybenzene). RXN SMILES: [C:1]([C:5]1[CH:10]=[CH:9][C:8]([O:11][CH3:12])=[CH:7][CH:6]=1)([CH3:4])([CH3:3])[CH3:2].[I:13]I>CO.S([O-])([O-])(=O)=O.[Ag+2]>[C:1]([C:5]1[CH:6]=[CH:7][C:8]([O:11][CH3:12])=[C:9]([I:13])[CH:10]=1)([CH3:4])([CH3:2])[CH3:3] |f:3.4|. Procedure details: A solution of 1-tert-butyl-4-methoxybenzene (0.10 g, 0.61 mmol) in MeOH (2 mL) was added to a mixture of silver sulfate (0.19 g, 0.61 mmol) and iodine (0.154 g, 0.61 mmol) in MeOH (1 mL). The mixture was stirred at room temperature for 1 h. The mixture was filtered. The filtrate was concentrated. The title compound was obtained. 1H NMR (CDCl3, 500 MHz): δ 7.82 (d, J=2.5 Hz, 1H), 7.36 (dd, J=8.5, 2.5 Hz, 1H), 6.80 (d, J=8.5 Hz, 1H), 1.35 (s, 9H). The reactants are C(C)C1=CN=C(O1)C1=CC2=C(O1)C=CC=C2OC (2-(5-ethyloxazol-2-yl)-4-methoxybenzo(b)furan), B(Br)(Br)Br (boron tribromide). Product: C(C)C1=CN=C(O1)C1=CC2=C(O1)C=CC=C2O (2-(5-ethyloxazol-2-yl)-4-hydroxybenzo(b)furan). Isolated yield 65.8%. As a reaction SMILES: [CH2:1]([C:3]1[O:7][C:6]([C:8]2[O:12][C:11]3[CH:13]=[CH:14][CH:15]=[C:16]([O:17]C)[C:10]=3[CH:9]=2)=[N:5][CH:4]=1)[CH3:2].B(Br)(Br)Br>>[CH2:1]([C:3]1[O:7][C:6]([C:8]2[O:12][C:11]3[CH:13]=[CH:14][CH:15]=[C:16]([OH:17])[C:10]=3[CH:9]=2)=[N:5][CH:4]=1)[CH3:2]. Procedure: By the reactions in the same manner as in Starting Material Synthesis Example 5 using 2-(5-ethyloxazol-2-yl)-4-methoxybenzo(b)furan (2.00 g) and boron tribromide (2.0 ml), the title compound (1.24 g) was obtained as colorless crystals.